Dataset: the Open Reaction Database (ORD), a public repository of structured organic reaction records. Task: describe an organic reaction: reactants, conditions, products, and yield The reactants are ClC1=NC=2C=NC=CC2C2=C1C=CN=C2 (5-chloropyrido[4,3-c][1,7]naphthyridine), ClC=1C=C(N)C=CC1 (3-chloroaniline), O (Water). Reaction conditions: temperature 120 celsius. As a reaction SMILES: Cl[C:2]1[C:11]2[CH:12]=[CH:13][N:14]=[CH:15][C:10]=2[C:9]2[CH:8]=[CH:7][N:6]=[CH:5][C:4]=2[N:3]=1.[Cl:16][C:17]1[CH:18]=[C:19]([CH:21]=[CH:22][CH:23]=1)[NH2:20].O>CN1C(=O)CCC1>[Cl:16][C:17]1[CH:18]=[C:19]([NH:20][C:2]2[C:11]3[CH:12]=[CH:13][N:14]=[CH:15][C:10]=3[C:9]3[CH:8]=[CH:7][N:6]=[CH:5][C:4]=3[N:3]=2)[CH:21]=[CH:22][CH:23]=1. Procedure details: 5-chloropyrido[4,3-c][1,7]naphthyridine (10 mg) was mixed in NMP (0.3 ml) with 3-chloroaniline (60 ul) and the mixture was heated at 120° C. for 10 min. Water was added and the resulting solid was filtered and dried. N-(3-chlorophenyl)pyrido[4,3-c][1,7]naphthyridin-5-amine was isolated as a solid (5 mg). LCMS (ES)>95% pure, m/z 307 [M+1]+. Solvent: CN1CCCC1=O (NMP). Product: ClC=1C=C(C=CC1)NC1=NC=2C=NC=CC2C2=C1C=CN=C2 (N-(3-chlorophenyl)pyrido[4,3-c][1,7]naphthyridin-5-amine), solid.